From a dataset of the Open Reaction Database (ORD), a public repository of structured organic reaction records. describe an organic reaction: reactants, conditions, products, and yield Reactants: Cl.C1(=C(C=CC=C1)N1CCNCC1)C (1-(o-tolyl) piperazine hydrochloride), TEA, CC1(C2CCC1(C(=O)C2)CS(=O)(=O)Cl)C ((+)-10-camphorsulfonyl chloride). The solvent is C(Cl)(Cl)Cl (chloroform). Run at temperature 0 celsius, time 1 hour. The product is CC1(C2(C(CC1CC2)=O)CS(=O)(=O)N2CCN(CC2)C2=C(C=CC=C2)C)C (1-((7,7-Dimethyl-2-oxo-bicyclo(2.2.1)heptan-1-yl)methanesulfonyl)-4-(2-methylphenyl)piperazine). Reaction SMILES: Cl.[C:2]1([CH3:14])[CH:7]=[CH:6][CH:5]=[CH:4][C:3]=1[N:8]1[CH2:13][CH2:12][NH:11][CH2:10][CH2:9]1.[CH3:15][C:16]1([CH3:29])[C:20]2([CH2:24][S:25](Cl)(=[O:27])=[O:26])[C:21]([CH2:23][CH:17]1[CH2:18][CH2:19]2)=[O:22]>C(Cl)(Cl)Cl>[CH3:15][C:16]1([CH3:29])[CH:17]2[CH2:18][CH2:19][C:20]1([CH2:24][S:25]([N:11]1[CH2:10][CH2:9][N:8]([C:3]3[CH:4]=[CH:5][CH:6]=[CH:7][C:2]=3[CH3:14])[CH2:13][CH2:12]1)(=[O:27])=[O:26])[C:21](=[O:22])[CH2:23]2 |f:0.1|. Procedure details: To a stirred, 0° C. solution of 1-(o-tolyl) piperazine hydrochloride (50.0 g; 235 mmol) and TEA (83 mL; 590 mmol) in chloroform (1000 mL) was added (+)-10-camphorsulfonyl chloride (65.5 g; 260 mmol). The solution was stirred at 0° C. for 1 h and then at ambient temperature for 3 h. The solution was extracted with 5% aqueous HCl (2×500 mL), water (500 mL), and saturated aqueous NaHCO3 (2×500 mL). The organic phase was dried (MgSO4), filtered, and the solvent was removed under reduced pressure. Th... Starting materials: C(C1=CC=CC=C1)O[C@@H]1[C@@H](OC[C@@H]([C@@H]1OCC1=CC=CC=C1)OCC1=CC=CC=C1)N1C(=O)NC(=O)C(=C1)F (1-(2,3,4-Tri-O-benzyl-α-L-ribopyranosyl)-5-fluorouracil), solution, B(Cl)(Cl)Cl (BCl3), C(Cl)Cl.CO (CH2Cl2 MeOH). Solvent: C(Cl)Cl (CH2Cl2), O (water). Conditions: temperature -78 celsius, time 4 hour. Product: [C@@H]1([C@@H](O)[C@@H](O)[C@@H](O)CO1)N1C(NC=C(C1=O)F)=O (α-L-ribopyranosyl-5-fluorouracil). The yield is 79.4%. As a reaction SMILES: C([O:8][C@H:9]1[C@@H:14]([O:15]CC2C=CC=CC=2)[C@@H:13]([O:23]CC2C=CC=CC=2)[CH2:12][O:11][C@H:10]1[N:31]1[CH:38]=[C:37]([F:39])[C:35](=O)[NH:34][C:32]1=[O:33])C1C=CC=CC=1.B(Cl)(Cl)Cl.C(Cl)Cl.C[OH:48]>C(Cl)Cl.O>[C@@H:10]1([N:31]2[C:38](=[O:48])[C:37]([F:39])=[CH:35][NH:34][C:32]2=[O:33])[O:11][CH2:12][C@H:13]([OH:23])[C@H:14]([OH:15])[C@@H:9]1[OH:8] |f:2.3|. Procedure details: To a solution of 17 (from Part D) (2.42 g, 4.54 mmol) in CH2Cl2 (100 ml), at -78° C. under nitrogen atmosphere, 1M solution of BCl3 (50 ml, 49.94 mmol) was added dropwise. The reaction mixture was stirred at -78° C. for 4 h and 1:1 mixture of CH2Cl2 /MeOH (100 ml) was added and the reaction mixture was brought to room temperature and the solvents were evaporated to dryness. The residue was coevaporated with MeOH (50 ml) 5 times. The residue obtained was dissolved in water and washed with CHCl3 (... The reactants are Nc1nccn2c(Br)nc(-c3ccc(Oc4ccccc4)cc3)c12, O=C([O-])[O-], COCCOC, [K+], [K+], CN(C)C=O, O, c1ccc(P(c2ccccc2)(c2ccccc2)[Pd](P(c2ccccc2)(c2ccccc2)c2ccccc2)(P(c2ccccc2)(c2ccccc2)c2ccccc2)P(c2ccccc2)(c2ccccc2)c2ccccc2)cc1, OB(O)c1ccsc1. The product is Nc1nccn2c(-c3ccsc3)nc(-c3ccc(Oc4ccccc4)cc3)c12. As a reaction SMILES: [Br:1][c:2]1[n:3][c:4](-[c:12]2[cH:13][cH:14][c:15]([O:18][c:19]3[cH:20][cH:21][cH:22][cH:23][cH:24]3)[cH:16][cH:17]2)[c:5]2[n:6]1[cH:7][cH:8][n:9][c:10]2[NH2:11].[C:33](=[O:34])([O-:35])[O-:36].[CH3:39][O:40][CH2:41][CH2:42][O:43][CH3:44].[K+:37].[K+:38].[O:123]=[CH:124][N:125]([CH3:126])[CH3:127].[OH2:45].[cH:46]1[cH:47][cH:48][c:49]([P:50]([Pd:51]([P:52]([c:53]2[cH:54][cH:55][cH:56][cH:57][cH:58]2)([c:59]2[cH:60][cH:61][cH:62][cH:63][cH:64]2)[c:65]2[cH:66][cH:67][cH:68][cH:69][cH:70]2)([P:71]([c:72]2[cH:73][cH:74][cH:75][cH:76][cH:77]2)([c:78]2[cH:79][cH:80][cH:81][cH:82][cH:83]2)[c:84]2[cH:85][cH:86][cH:87][cH:88][cH:89]2)[P:90]([c:91]2[cH:92][cH:93][cH:94][cH:95][cH:96]2)([c:97]2[cH:98][cH:99][cH:100][cH:101][cH:102]2)[c:103]2[cH:104][cH:105][cH:106][cH:107][cH:108]2)([c:109]2[cH:110][cH:111][cH:112][cH:113][cH:114]2)[c:115]2[cH:116][cH:117][cH:118][cH:119][cH:120]2)[cH:121][cH:122]1.[s:25]1[cH:26][c:27]([B:30]([OH:31])[OH:32])[cH:28][cH:29]1>>[c:2]1(-[c:27]2[cH:26][s:25][cH:29][cH:28]2)[n:3][c:4](-[c:12]2[cH:13][cH:14][c:15]([O:18][c:19]3[cH:20][cH:21][cH:22][cH:23][cH:24]3)[cH:16][cH:17]2)[c:5]2[n:6]1[cH:7][cH:8][n:9][c:10]2[NH2:11]. The reactants are O=C([O-])[O-], C=CCC(C#N)C#N, CN(C)C=O, COC(=O)c1cnn(CCl)c1, [K+], [K+], O. Yields the product C=CCC(C#N)(C#N)Cn1cc(C(=O)OC)cn1. Reaction SMILES: [C:20](=[O:21])([O-:22])[O-:23].[CH2:12]([CH:13]=[CH2:14])[CH:15]([C:16]#[N:17])[C:18]#[N:19].[CH3:27][N:28]([CH3:29])[CH:30]=[O:31].[Cl:1][CH2:2][n:3]1[n:4][cH:5][c:6]([C:8](=[O:9])[O:10][CH3:11])[cH:7]1.[K+:24].[K+:25].[OH2:26]>>[CH2:2]([n:3]1[n:4][cH:5][c:6]([C:8](=[O:9])[O:10][CH3:11])[cH:7]1)[C:15]([CH2:12][CH:13]=[CH2:14])([C:16]#[N:17])[C:18]#[N:19]. Yield: 96.4%. Reported procedure: To a stirred solution of 3-[5-(4-fluorophenylthio)-2-furyl]-2-cyclopentenone (5.9 g; 21.5 mM) in EtOH-pyridine (50 ml-12 ml) was added hydroxylamine hydrochloride (2.24 g; 32.3 mM) at room temperature. After stirring overnight, solvent was removed. To the residue was added 0.5N aqueous HCl (80 ml), and the whole was extracted with ethyl acetate (100 ml×2). The combined organic layer was washed with water (70 ml), brine (70 ml), dried over MgSO4, and concentrated in vacuo to give 6 g (yield 97%) ... Run in CCO.N1=CC=CC=C1 (EtOH pyridine). RXN SMILES: [F:1][C:2]1[CH:7]=[CH:6][C:5]([S:8][C:9]2[O:13][C:12]([C:14]3[CH2:18][CH2:17][C:16](=O)[CH:15]=3)=[CH:11][CH:10]=2)=[CH:4][CH:3]=1.Cl.[NH2:21][OH:22]>CCO.N1C=CC=CC=1>[F:1][C:2]1[CH:7]=[CH:6][C:5]([S:8][C:9]2[O:13][C:12]([C:14]3[CH2:18][CH2:17][C:16](=[N:21][OH:22])[CH:15]=3)=[CH:11][CH:10]=2)=[CH:4][CH:3]=1 |f:1.2,3.4|. Starting materials: FC1=CC=C(C=C1)SC1=CC=C(O1)C1=CC(CC1)=O (3-[5-(4-fluorophenylthio)-2-furyl]-2-cyclopentenone), Cl.NO (hydroxylamine hydrochloride). Yields the product FC1=CC=C(C=C1)SC1=CC=C(O1)C1=CC(CC1)=NO (3-[5-(4-Fluorophenylthio)-2-furyl]-2-cyclopentenone oxime). Run at time 8 hour. Starting materials: CCOP(=O)(CN(c1c(C#C[Si](C)(C)C)ccc2ccccc12)S(=O)(=O)c1cc(Cl)cc(Cl)c1)OCC, C1CCOC1, O. The product is C#Cc1ccc2ccccc2c1N(CP(=O)(OCC)OCC)S(=O)(=O)c1cc(Cl)cc(Cl)c1. RXN SMILES: [Cl:1][c:2]1[cH:3][c:4]([S:9](=[O:10])(=[O:11])[N:12]([c:13]2[c:14]([C:23]#[C:24][Si:25]([CH3:26])([CH3:27])[CH3:28])[cH:15][cH:16][c:17]3[cH:18][cH:19][cH:20][cH:21][c:22]23)[CH2:29][P:30]([O:31][CH2:32][CH3:33])([O:34][CH2:35][CH3:36])=[O:37])[cH:5][c:6]([Cl:8])[cH:7]1.[O:39]1[CH2:40][CH2:41][CH2:42][CH2:43]1.[OH2:38]>>[Cl:1][c:2]1[cH:3][c:4]([S:9](=[O:10])(=[O:11])[N:12]([c:13]2[c:14]([C:23]#[CH:24])[cH:15][cH:16][c:17]3[cH:18][cH:19][cH:20][cH:21][c:22]23)[CH2:29][P:30]([O:31][CH2:32][CH3:33])([O:34][CH2:35][CH3:36])=[O:37])[cH:5][c:6]([Cl:8])[cH:7]1. The reactants are BrCc1ccccc1, CSc1ccc(O)cc1C, [K+], [K+], O=C([O-])[O-], CN(C)C=O. The product is CSc1ccc(OCc2ccccc2)cc1C. RXN SMILES: [Br:17][CH2:18][c:19]1[cH:20][cH:21][cH:22][cH:23][cH:24]1.[CH3:1][S:2][c:3]1[c:4]([CH3:10])[cH:5][c:6]([OH:9])[cH:7][cH:8]1.[K+:11].[K+:12].[O-:13][C:14]([O-:15])=[O:16].[O:25]=[CH:26][N:27]([CH3:28])[CH3:29]>>[CH3:1][S:2][c:3]1[c:4]([CH3:10])[cH:5][c:6]([O:9][CH2:18][c:19]2[cH:20][cH:21][cH:22][cH:23][cH:24]2)[cH:7][cH:8]1.